From a dataset of the Open Reaction Database (ORD), a public repository of structured organic reaction records. describe an organic reaction: reactants, conditions, products, and yield Reactants: C1N(CC12CCNCC2)CC2=CC=1N=C(N=C(C1S2)N2CCOCC2)C2=C1C=CNC1=CC=C2F (6-(2,7-diaza-spiro[3.5]non-2-ylmethyl)-2-(5-fluoro-1H-indol-4-yl)-4-morpholin-4-yl-thieno[3,2-d]pyrimidine), C[Si](C)(C)N=C=O (trimethylsilyl isocyanate). Solvent: C(Cl)Cl (DCM). Reaction conditions: time 1 hour. The product is FC=1C(=C2C=CNC2=CC1)C=1N=C(C2=C(N1)C=C(S2)CN2CC1(C2)CCN(CC1)C(=O)N)N1CCOCC1 (2-[2-(5-Fluoro-1H-indol-4-yl)-4-morpholin-4-yl-thieno[3,2-d]pyrimidin-6-ylmethyl]-2,7-diaza-spiro[3.5]nonane-7-carboxylic acid amide). The yield is 30.1%. Reaction SMILES: [CH2:1]1[C:4]2([CH2:9][CH2:8][NH:7][CH2:6][CH2:5]2)[CH2:3][N:2]1[CH2:10][C:11]1[S:19][C:18]2[C:17]([N:20]3[CH2:25][CH2:24][O:23][CH2:22][CH2:21]3)=[N:16][C:15]([C:26]3[C:34]([F:35])=[CH:33][CH:32]=[C:31]4[C:27]=3[CH:28]=[CH:29][NH:30]4)=[N:14][C:13]=2[CH:12]=1.C[Si]([N:40]=[C:41]=[O:42])(C)C>C(Cl)Cl>[F:35][C:34]1[C:26]([C:15]2[N:16]=[C:17]([N:20]3[CH2:21][CH2:22][O:23][CH2:24][CH2:25]3)[C:18]3[S:19][C:11]([CH2:10][N:2]4[CH2:3][C:4]5([CH2:9][CH2:8][N:7]([C:41]([NH2:40])=[O:42])[CH2:6][CH2:5]5)[CH2:1]4)=[CH:12][C:13]=3[N:14]=2)=[C:27]2[C:31](=[CH:32][CH:33]=1)[NH:30][CH:29]=[CH:28]2. Reported procedure: To a solution of 6-(2,7-diaza-spiro[3.5]non-2-ylmethyl)-2-(5-fluoro-1H-indol-4-yl)-4-morpholin-4-yl-thieno[3,2-d]pyrimidine (125 mg, 0.254 mmol) in anhydrous DCM (10 mL) was added trimethylsilyl isocyanate (35 μL, 0.254 mmol). The reaction mixture was stirred at RT for 1 h, then partitioned between DCM and a saturated aqueous solution of NaHCO3. The organic layer was separated and washed with brine, then dried (Na2SO4) and concentrated in vacuo. The resultant residue was purified by preparative ... The reactants are [BH4-], C1CCOC1, COc1cc(N2CCC(N3CCCCC3)CC2)ccc1[N+](=O)[O-], CO, [Na+], Cl[Ni]Cl, O, O, O, O, O, O. Yields the product COc1cc(N2CCC(N3CCCCC3)CC2)ccc1N. RXN SMILES: [BH4-:24].[CH2:28]1[O:29][CH2:30][CH2:31][CH2:32]1.[CH3:1][O:2][c:3]1[cH:4][c:5]([N:12]2[CH2:13][CH2:14][CH:15]([N:18]3[CH2:19][CH2:20][CH2:21][CH2:22][CH2:23]3)[CH2:16][CH2:17]2)[cH:6][cH:7][c:8]1[N+:9]([O-:10])=[O:11].[CH3:26][OH:27].[Na+:25].[Ni:39]([Cl:40])[Cl:41].[OH2:33].[OH2:34].[OH2:35].[OH2:36].[OH2:37].[OH2:38]>>[CH3:1][O:2][c:3]1[cH:4][c:5]([N:12]2[CH2:13][CH2:14][CH:15]([N:18]3[CH2:19][CH2:20][CH2:21][CH2:22][CH2:23]3)[CH2:16][CH2:17]2)[cH:6][cH:7][c:8]1[NH2:9].